describe an organic reaction: reactants, conditions, products, and yield From a dataset of the Open Reaction Database (ORD), a public repository of structured organic reaction records. Starting materials: C1(=CC=CC2=CC=CC=C12)S(=O)(=O)Cl (naphthalene-1-sulfonyl chloride), N[C@@H](CC(N)=O)C(=O)O ((S)-asparagine), Cl (hydrochloric acid). Solvent: O1CCCC1 (tetrahydrofuran), [OH-].[Na+] (sodium hydroxide), O (water), [OH-].[Na+] (sodium hydroxide), O1CCCC1 (tetrahydrofuran). Conditions: temperature 0 celsius, time 1 hour. Yields the product C(N)(=O)C[C@@H](C(=O)O)NS(=O)(=O)C1=CC=CC2=CC=CC=C12 ((2S)-3-Carbamoyl-2-(naphthalene-1-sulfonylamino)propionic Acid). RXN SMILES: [NH2:1][C@H:2]([C:7]([OH:9])=[O:8])[CH2:3][C:4](=[O:6])[NH2:5].[C:10]1([S:20](Cl)(=[O:22])=[O:21])[C:19]2[C:14](=[CH:15][CH:16]=[CH:17][CH:18]=2)[CH:13]=[CH:12][CH:11]=1.Cl>O.[OH-].[Na+].O1CCCC1>[C:4]([CH2:3][C@H:2]([NH:1][S:20]([C:10]1[C:19]2[C:14](=[CH:15][CH:16]=[CH:17][CH:18]=2)[CH:13]=[CH:12][CH:11]=1)(=[O:22])=[O:21])[C:7]([OH:9])=[O:8])(=[O:6])[NH2:5] |f:4.5|. Reported procedure: 132.12 g (1 mol) of (S)-asparagine were dissolved in a mixture of 800 ml of water and 500 ml of 2 N sodium hydroxide. Then 500 ml of tetrahydrofuran were added. The mixture was cooled to 0° C., and while keeping the pH at 12.0-12.5 with 2 N sodium hydroxide a solution of 226.7 g (1 mol) of naphthalene-1-sulfonyl chloride in 500 ml of tetrahydrofuran was added within 1 h. The mixture was stirred for 1 h at 0° C. while maintaining the pH at 12.5. Then the mixture was allowed to warm to room temper... The reactants are C(\C=C\CCCCCCC)(=O)O ((E)-2-decenoic acid), Cl.N1C(COCC1)C(=O)OC (methyl morpholine-3-carboxylate hydrochloride). Product: C(\C=C\CCCCCCC)(=O)N1C(COCC1)C(=O)OC (methyl 4-[(E)-2-decenoyl)morpholine-3-carboxylate), C(\C=C\CCCCCCC)(=O)N1C(COCC1)C(=O)O (4-[(E)-2-Decenoyl]morpholine-3-carboxylic acid). As a reaction SMILES: [C:1]([OH:12])(=[O:11])/[CH:2]=[CH:3]/[CH2:4][CH2:5][CH2:6][CH2:7][CH2:8][CH2:9][CH3:10].Cl.[NH:14]1[CH2:19][CH2:18][O:17][CH2:16][CH:15]1[C:20]([O:22][CH3:23])=[O:21]>>[C:1]([N:14]1[CH2:19][CH2:18][O:17][CH2:16][CH:15]1[C:20]([O:22][CH3:23])=[O:21])(=[O:12])/[CH:2]=[CH:3]/[CH2:4][CH2:5][CH2:6][CH2:7][CH2:8][CH2:9][CH3:10].[C:1]([N:14]1[CH2:19][CH2:18][O:17][CH2:16][CH:15]1[C:20]([OH:22])=[O:21])(=[O:11])/[CH:2]=[CH:3]/[CH2:4][CH2:5][CH2:6][CH2:7][CH2:8][CH2:9][CH3:10] |f:1.2|. Procedure details: The same procedures as in Example 2 were carried out using (E)-2-decenoic acid and methyl morpholine-3-carboxylate hydrochloride as starting raw materials, to produce methyl 4-[(E)-2-decenoyl)morpholine-3-carboxylate (methyl ester of Compound 49). Starting materials: [Cl-].[NH4+] (ammonium chloride), COC=1C=C(C=CC1C1=CN=C(O1)C)C1=NN=C2N1CCCC2C(=O)OCC (ethyl 3-[3-methoxy-4-(2-methyl-1,3-oxazol-5-yl)phenyl]-5,6,7,8-tetrahydro[1,2,4]triazolo[4,3-a]pyridine-8-carboxylate), CN(C)C=O (DMF), [H-].[Na+] (sodium hydride), [H-].[Na+] (Sodium hydride), BrC1=C(C=C(C=C1)F)CBr (1-bromo-2-(bromomethyl)-4-fluorobenzene). Conditions: time 1 hour. The product is BrC1=C(COC2(C=3N(CCC2)C(=NN3)C3=CC(=C(C=C3)C3=CN=C(O3)C)OC)C(=O)OCC)C=C(C=C1)F (ethyl 8-[(2-bromo-5-fluorobenzyl)oxy]-3-[3-methoxy-4-(2-methyl-1,3-oxazol-5-yl)phenyl]-5,6,7,8-tetrahydro[1,2,4]triazolo[4,3-a]pyridine-8-carboxylate). Reaction SMILES: [CH3:1][O:2][C:3]1[CH:4]=[C:5]([C:15]2[N:19]3[CH2:20][CH2:21][CH2:22][CH:23]([C:24]([O:26][CH2:27][CH3:28])=[O:25])[C:18]3=[N:17][N:16]=2)[CH:6]=[CH:7][C:8]=1[C:9]1[O:13][C:12]([CH3:14])=[N:11][CH:10]=1.[H-].[Na+].[Br:31][C:32]1[CH:37]=[CH:36][C:35]([F:38])=[CH:34][C:33]=1[CH2:39]Br.[Cl-].[NH4+].CN(C=[O:47])C>>[Br:31][C:32]1[CH:37]=[CH:36][C:35]([F:38])=[CH:34][C:33]=1[CH2:39][O:47][C:23]1([C:24]([O:26][CH2:27][CH3:28])=[O:25])[CH2:22][CH2:21][CH2:20][N:19]2[C:15]([C:5]3[CH:6]=[CH:7][C:8]([C:9]4[O:13][C:12]([CH3:14])=[N:11][CH:10]=4)=[C:3]([O:2][CH3:1])[CH:4]=3)=[N:16][N:17]=[C:18]12 |f:1.2,4.5|. Reported procedure: To a mixture of ethyl 3-[3-methoxy-4-(2-methyl-1,3-oxazol-5-yl)phenyl]-5,6,7,8-tetrahydro[1,2,4]triazolo[4,3-a]pyridine-8-carboxylate (1000 mg) in DMF (8 ml) was added sodium hydride (60%, 115 mg), and the mixture was stirred at room temperature for 1 hr in the air. Sodium hydride (60%, 115 mg) and 1-bromo-2-(bromomethyl)-4-fluorobenzene (1051 mg) were added, and the mixture was stirred at room temperature for 1 hr. Saturated aqueous ammonium chloride was added to the reaction mixture, and the m... The reactants are ClCCCC(=O)Cl (chlorobutyryl chloride), [Al+3].[Cl-].[Cl-].[Cl-] (AlCl3), N1=CC=CC=C1 (pyridine). Product: ClCCCC(=O)C1=CC=NC=C1 (3-chloropropyl-4-pyridylketone). As a reaction SMILES: [Cl:1][CH2:2][CH2:3][CH2:4][C:5](Cl)=[O:6].[Al+3].[Cl-].[Cl-].[Cl-].[N:12]1[CH:17]=[CH:16][CH:15]=[CH:14][CH:13]=1>>[Cl:1][CH2:2][CH2:3][CH2:4][C:5]([C:15]1[CH:16]=[CH:17][N:12]=[CH:13][CH:14]=1)=[O:6] |f:1.2.3.4|. Procedure details: The title compound was synthesized from chlorobutyryl chloride (141 mg), pyridine (2 ml), and AlCl3 (260 mg). Starting materials: [Cl-].[Na+] (sodium chloride), [N+](=O)([O-])C=1C(=NC=C(C1)C(F)(F)F)NS(=O)(=O)CC (N-(3-nitro-5-trifluoromethyl-2-pyridyl)ethanesulfonamide), S(=O)([O-])S(=O)[O-].[Na+].[Na+] (sodium hydrosulfite). Solvent: O1CCCC1 (tetrahydrofuran), O (water), O1CCCC1 (tetrahydrofuran). The product is NC=1C(=NC=C(C1)C(F)(F)F)NS(=O)(=O)CC (N-(3-amino-5-trifluoromethyl-2-pyridyl)ethanesulfonamide). The yield is 93.4%. RXN SMILES: S(S([O-])=O)([O-])=O.[Na+].[Na+].[N+:9]([C:12]1[C:13]([NH:22][S:23]([CH2:26][CH3:27])(=[O:25])=[O:24])=[N:14][CH:15]=[C:16]([C:18]([F:21])([F:20])[F:19])[CH:17]=1)([O-])=O.[Cl-].[Na+]>O.O1CCCC1>[NH2:9][C:12]1[C:13]([NH:22][S:23]([CH2:26][CH3:27])(=[O:25])=[O:24])=[N:14][CH:15]=[C:16]([C:18]([F:21])([F:19])[F:20])[CH:17]=1 |f:0.1.2,4.5|. Procedure details: An alternative process will be described. To a solution prepared by dissolving 34.9 g of sodium hydrosulfite in 400 ml of water, a solution prepared by dissolving 5.0 g of N-(3-nitro-5-trifluoromethyl-2-pyridyl)ethanesulfonamide in 80 ml of tetrahydrofuran, was dropwise added at room temperature. After completion of the dropwise addition, the mixture was reacted for further 3 hours. After completion of the reaction, sodium chloride was added until the tetrahydrofuran layer was separated. The sep... Starting materials: CS(C)=O, C[S+](C)(C)=O, [H-], [I-], [Na+], CC(=O)NCC1CN(c2ccc(N3CCC4(CC3)CO4)c(F)c2)C(=O)O1, O. The product is CC(=O)NCC1CN(c2ccc(N3CCC4(CCO4)CC3)c(F)c2)C(=O)O1. RXN SMILES: [CH3:36][S:37]([CH3:38])=[O:39].[CH3:4][S+:5]([CH3:6])([CH3:7])=[O:8].[H-:1].[I-:3].[Na+:2].[O:9]1[CH2:10][C:11]12[CH2:12][CH2:13][N:14]([c:17]1[c:18]([F:34])[cH:19][c:20]([N:23]3[C:24](=[O:33])[O:25][CH:26]([CH2:28][NH:29][C:30]([CH3:31])=[O:32])[CH2:27]3)[cH:21][cH:22]1)[CH2:15][CH2:16]2.[OH2:35]>>[CH2:4]1[O:9][C:11]2([CH2:10]1)[CH2:12][CH2:13][N:14]([c:17]1[c:18]([F:34])[cH:19][c:20]([N:23]3[C:24](=[O:33])[O:25][CH:26]([CH2:28][NH:29][C:30]([CH3:31])=[O:32])[CH2:27]3)[cH:21][cH:22]1)[CH2:15][CH2:16]2.